Dataset: the Open Reaction Database (ORD), a public repository of structured organic reaction records. Task: describe an organic reaction: reactants, conditions, products, and yield The reactants are BrB(Br)Br, ClCCl, Cl, COc1ccc2c(Oc3ccc(OCCN4CCCCC4)cc3)c(-c3cc(F)ccc3F)ccc2c1. Yields the product Cl, Oc1ccc2c(Oc3ccc(OCCN4CCCCC4)cc3)c(-c3cc(F)ccc3F)ccc2c1. As a reaction SMILES: [B:38]([Br:39])([Br:40])[Br:41].[Cl:42][CH2:43][Cl:44].[ClH:1].[F:2][c:3]1[c:4](-[c:10]2[c:11]([O:22][c:23]3[cH:24][cH:25][c:26]([O:27][CH2:28][CH2:29][N:30]4[CH2:31][CH2:32][CH2:33][CH2:34][CH2:35]4)[cH:36][cH:37]3)[c:12]3[cH:13][cH:14][c:15]([O:20][CH3:21])[cH:16][c:17]3[cH:18][cH:19]2)[cH:5][c:6]([F:9])[cH:7][cH:8]1>>[ClH:1].[F:2][c:3]1[c:4](-[c:10]2[c:11]([O:22][c:23]3[cH:24][cH:25][c:26]([O:27][CH2:28][CH2:29][N:30]4[CH2:31][CH2:32][CH2:33][CH2:34][CH2:35]4)[cH:36][cH:37]3)[c:12]3[cH:13][cH:14][c:15]([OH:20])[cH:16][c:17]3[cH:18][cH:19]2)[cH:5][c:6]([F:9])[cH:7][cH:8]1. The reactants are CCOC(=O)c1sc(NC(C)=O)c(C(=O)OCC)c1CBr, Cc1ccccc1, c1ccc(P(c2ccccc2)c2ccccc2)cc1. Product: [Br-], CCOC(=O)c1sc(NC(C)=O)c(C(=O)OCC)c1C[P+](c1ccccc1)(c1ccccc1)c1ccccc1. RXN SMILES: [CH2:1]([CH3:2])[O:3][C:4](=[O:5])[c:6]1[s:7][c:8]([NH:18][C:19]([CH3:20])=[O:21])[c:9]([C:13](=[O:14])[O:15][CH2:16][CH3:17])[c:10]1[CH2:11][Br:12].[CH3:41][c:42]1[cH:43][cH:44][cH:45][cH:46][cH:47]1.[c:22]1([P:28]([c:29]2[cH:30][cH:31][cH:32][cH:33][cH:34]2)[c:35]2[cH:36][cH:37][cH:38][cH:39][cH:40]2)[cH:23][cH:24][cH:25][cH:26][cH:27]1>>[Br-:12].[CH2:1]([CH3:2])[O:3][C:4](=[O:5])[c:6]1[s:7][c:8]([NH:18][C:19]([CH3:20])=[O:21])[c:9]([C:13](=[O:14])[O:15][CH2:16][CH3:17])[c:10]1[CH2:11][P+:28]([c:22]1[cH:23][cH:24][cH:25][cH:26][cH:27]1)([c:29]1[cH:30][cH:31][cH:32][cH:33][cH:34]1)[c:35]1[cH:36][cH:37][cH:38][cH:39][cH:40]1. Starting materials: FC=1C=C(C=O)C=C(C1F)F (3,4,5-trifluorobenzaldehyde), CCOC(=O)C(C)P(=O)(OCC)OCC (triethyl 2-phosphonopropionate), solution, C(CCC)[Li] (n-butyllithium). The solvent is C1CCOC1 (THF), C1CCOC1 (THF), O (water), C(=O)([O-])[O-].[Na+].[Na+] (Na2CO3), CCCCCC (hexane). Reaction conditions: time 15 minute. Product: CC(C(=O)OCC)=CC1=CC(=C(C(=C1)F)F)F (Ethyl 2-methyl-3-(3,4,5-trifluorophenyl)acrylate). As a reaction SMILES: [CH3:1][CH2:2][O:3][C:4]([CH:6](P(OCC)(OCC)=O)[CH3:7])=[O:5].C([Li])CCC.[F:21][C:22]1[CH:23]=[C:24]([CH:27]=[C:28]([F:31])[C:29]=1[F:30])[CH:25]=O>C1COCC1.CCCCCC.O.C([O-])([O-])=O.[Na+].[Na+]>[CH3:7][C:6](=[CH:25][C:24]1[CH:23]=[C:22]([F:21])[C:29]([F:30])=[C:28]([F:31])[CH:27]=1)[C:4]([O:3][CH2:2][CH3:1])=[O:5] |f:6.7.8|. Reported procedure: 4.3 ml of triethyl 2-phosphonopropionate are dissolved in 30 ml of anhydrous THF and 12.5 ml of a 1.6 N solution of n-butyllithium in hexane are added dropwise at 0° C. The mixture is stirred at RT for 15 minutes and a solution of 3.2 g of 3,4,5-trifluorobenzaldehyde in 8 ml of anhydrous THF is then added dropwise. It is stirred at RT for one hour and allowed to stand at RT for 16 hours. The reaction mixture is diluted with 300 ml of water, 30 ml of a saturated aqueous Na2CO3 solution are added ... Reactants: COC(=O)CCNC(=O)C1(CCCCN2CCN(c3ccc4ccccc4n3)CC2)c2ccccc2-c2ccccc21, CO, [Na+], [OH-]. The product is O=C(O)CCNC(=O)C1(CCCCN2CCN(c3ccc4ccccc4n3)CC2)c2ccccc2-c2ccccc21. RXN SMILES: [CH3:1][O:2][C:3](=[O:4])[CH2:5][CH2:6][NH:7][C:8](=[O:9])[C:10]1([CH2:23][CH2:24][CH2:25][CH2:26][N:27]2[CH2:28][CH2:29][N:30]([c:33]3[n:34][c:35]4[cH:36][cH:37][cH:38][cH:39][c:40]4[cH:41][cH:42]3)[CH2:31][CH2:32]2)[c:11]2[cH:12][cH:13][cH:14][cH:15][c:16]2-[c:17]2[cH:18][cH:19][cH:20][cH:21][c:22]21.[CH3:45][OH:46].[Na+:44].[OH-:43]>>[O:2]=[C:3]([OH:4])[CH2:5][CH2:6][NH:7][C:8](=[O:9])[C:10]1([CH2:23][CH2:24][CH2:25][CH2:26][N:27]2[CH2:28][CH2:29][N:30]([c:33]3[n:34][c:35]4[cH:36][cH:37][cH:38][cH:39][c:40]4[cH:41][cH:42]3)[CH2:31][CH2:32]2)[c:11]2[cH:12][cH:13][cH:14][cH:15][c:16]2-[c:17]2[cH:18][cH:19][cH:20][cH:21][c:22]21.